Task: describe an organic reaction: reactants, conditions, products, and yield. Dataset: the Open Reaction Database (ORD), a public repository of structured organic reaction records The reactants are C(=O)([O-])[O-].[Na+].[Na+] (Na2CO3), Cl (HCl), Cl.NC1[C@@H]2N(C(=C(CS2)C=CC[N+]2=CC=C(C=C2)C(N)=O)C(=O)[O-])C1=O (7-amino-3-[3-(4-carbamoylpyridinio)-1-propen-1-yl]-3-cephem-4-carboxylate hydrochloride), Cl.C(C)ON=C(C(=O)Cl)C1=NSC(=N1)N (2-ethoxyimino-2-(5-amino-1,2,4-thiadiazol-3-yl)acetyl chloride hydrochloride), ( 2/8/82 ). The solvent is CC(=O)C (acetone). Conditions: temperature 10 celsius. Yields the product NC1=NC(=NS1)C(C(=O)NC1[C@@H]2N(C(=C(CS2)C=CC[N+]2=CC=C(C=C2)C(N)=O)C(=O)[O-])C1=O)=NOCC (7-[2-(5-Amino-1,2,4-thiadiazol-3-yl)-2-ethoxyiminoacetamido]-3-[3-(4-carbamoylpyridinio)-1-propen-1-yl]-3-cephem-4-carboxylate). The yield is 93.4%. As a reaction SMILES: Cl.[NH2:2][CH:3]1[C:25](=[O:26])[N:5]2[C:6]([C:22]([O-:24])=[O:23])=[C:7]([CH:10]=[CH:11][CH2:12][N+:13]3[CH:18]=[CH:17][C:16]([C:19](=[O:21])[NH2:20])=[CH:15][CH:14]=3)[CH2:8][S:9][C@H:4]12.Cl.[CH2:28]([O:30][N:31]=[C:32]([C:36]1[N:40]=[C:39]([NH2:41])[S:38][N:37]=1)[C:33](Cl)=[O:34])[CH3:29].C([O-])([O-])=O.[Na+].[Na+].Cl>CC(C)=O>[NH2:41][C:39]1[S:38][N:37]=[C:36]([C:32](=[N:31][O:30][CH2:28][CH3:29])[C:33]([NH:2][CH:3]2[C:25](=[O:26])[N:5]3[C:6]([C:22]([O-:24])=[O:23])=[C:7]([CH:10]=[CH:11][CH2:12][N+:13]4[CH:14]=[CH:15][C:16]([C:19](=[O:21])[NH2:20])=[CH:17][CH:18]=4)[CH2:8][S:9][C@H:4]23)=[O:34])[N:40]=1 |f:0.1,2.3,4.5.6|. Procedure: To a solution of 200 mg of 7-amino-3-[3-(4-carbamoylpyridinio)-1-propen-1-yl]-3-cephem-4-carboxylate hydrochloride (E isomer) in 5 ml of 50% aqueous acetone was added portionwise 190 mg of 2-ethoxyimino-2-(5-amino-1,2,4-thiadiazol-3-yl)acetyl chloride hydrochloride [prepared according to the procedure described in published Japan patent application (Kokai) No. 57-24389 (2/8/82)], and the mixture was adjusted to pH 6.5-7.0 with 2N Na2CO3 (about 1 ml). The reaction mixture was stirred at 10° C. fo... The reactants are C1(=CC=CC=C1)CCN (phenylethylamine), CCN(C(C)C)C(C)C (DIEA), FC(C1=CC=C(C(=O)Cl)C=C1)(F)F (4-(trifluoromethyl)benzoyl chloride). Solvent: C(Cl)Cl (DCM). Run at temperature 0 celsius. Yields the product C(CC1=CC=CC=C1)NC(C1=CC=C(C=C1)C(F)(F)F)=O (N-Phenethyl-4-(trifluoromethyl)benzamide). Reaction SMILES: [C:1]1([CH2:7][CH2:8][NH2:9])[CH:6]=[CH:5][CH:4]=[CH:3][CH:2]=1.CCN(C(C)C)C(C)C.[F:19][C:20]([F:31])([F:30])[C:21]1[CH:29]=[CH:28][C:24]([C:25](Cl)=[O:26])=[CH:23][CH:22]=1>C(Cl)Cl>[CH2:8]([NH:9][C:25](=[O:26])[C:24]1[CH:28]=[CH:29][C:21]([C:20]([F:19])([F:30])[F:31])=[CH:22][CH:23]=1)[CH2:7][C:1]1[CH:6]=[CH:5][CH:4]=[CH:3][CH:2]=1. Reported procedure: To a solution of phenylethylamine (14.0 g, 14.6 mL, 0.11 mol) and DIEA (20.1 mL, 0.11 mol in DCM (500 mL) at 0° C. was added 4-(trifluoromethyl)benzoyl chloride (17.2 mL, 0.11 mol) dropwise. After the addition was completed, the reaction mixture was stirred at 0° C. and warmed up itself to RT for 16 h. An off-white solid precipitated was observed. The off-white solid was collected by filtration. The solid was then washed with DCM (2×50 mL), and dried under vacuum to give the title compound as a ... Reactants: BrC1=CC=C(C=NNC(SC)=N)C=C1 (methyl 3-(4-bromobenzylidene)thiocarbazimidate), C(#N)C1=CC=C(C=O)C=C1 (4-cyanobenzaldehyde), ethyl 3-(4-cyanobenzylidine)thiocarbazimidate hydroiodide, ClC=1C=C(C=O)C=CC1Cl (3,4-dichlorobenzaldehyde), Br.C(NN)(SCCC)=N (propyl thiocarbazimidate hydrobromide), Br.ClC=1C=C(C=NNC(SCCC)=N)C=CC1Cl (propyl 3-(3,4-dichlorobenzylidene)thiocarbazimidate hydrobromide), ClC1=CC=C(C=O)C=C1 (4-chlorobenzaldehyde), C(NN)(SC)=N (methyl thiocarbazimidate), I.C(NN)(SCC)=N (ethyl thiocarbazimidate hydroiodide). Procedure details: The following are prepared in like manner: methyl 3-(4-bromobenzylidene)thiocarbazimidate methosulfate from 4-chlorobenzaldehyde and methyl thiocarbazimidate methosulfate, ethyl 3-(4-cyanobenzylidine)thiocarbazimidate hydroiodide from 4-cyanobenzaldehyde and ethyl thiocarbazimidate hydroiodide, and propyl 3-(3,4-dichlorobenzylidene)thiocarbazimidate hydrobromide from 3,4-dichlorobenzaldehyde and propyl thiocarbazimidate hydrobromide. Product: Cl.ClC1=CC=C(C=NNC(SC)=N)C=C1 (Methyl 3-(4-chlorobenzylidene)thiocarbazimidate hydrochloride). As a reaction SMILES: Br[C:2]1[CH:14]=[CH:13][C:5]([CH:6]=[N:7][NH:8][C:9](=[NH:12])[S:10][CH3:11])=[CH:4][CH:3]=1.[Cl:15]C1C=CC(C=O)=CC=1.C(=N)(SC)NN.C(C1C=CC(C=O)=CC=1)#N.I.C(=N)(SCC)NN.Br.[Cl:49]C1C=C(C=CC=1Cl)C=NNC(=N)SCCC.ClC1C=C(C=CC=1Cl)C=O.Br.C(=N)(SCCC)NN>>[ClH:15].[Cl:49][C:2]1[CH:14]=[CH:13][C:5]([CH:6]=[N:7][NH:8][C:9](=[NH:12])[S:10][CH3:11])=[CH:4][CH:3]=1 |f:4.5,6.7,9.10,11.12|. The reactants are COP(OC)(=O)CC(C(CC(C)C)N(CC1=CC=CC=C1)CC1=CC=CC=C1)O ((3-dibenzylamino-2-hydroxy-5-methyl-hexyl)-phosphonic acid dimethyl ester), compound 4. The reagents and catalysts are [C].[Pd] (palladium-carbon). The solvent is CO (methanol). Run at temperature 39.5 celsius, time 12 hour. Product: COP(OC)(=O)CC(C(CC(C)C)N)O ((3-amino-2-hydroxy-5-methyl-hexyl)-phosphonic acid dimethyl ester), compound 5. As a reaction SMILES: [CH3:1][O:2][P:3]([CH2:7][CH:8]([OH:29])[CH:9]([N:14](CC1C=CC=CC=1)CC1C=CC=CC=1)[CH2:10][CH:11]([CH3:13])[CH3:12])(=[O:6])[O:4][CH3:5]>CO.[C].[Pd]>[CH3:1][O:2][P:3]([CH2:7][CH:8]([OH:29])[CH:9]([NH2:14])[CH2:10][CH:11]([CH3:12])[CH3:13])(=[O:6])[O:4][CH3:5] |f:2.3|. Procedure details: Reaction 4: A diastereomeric mixture of the crude (3-dibenzylamino-2-hydroxy-5-methyl-hexyl)-phosphonic acid dimethyl ester, compound 4, obtained in reaction 3, was treated with palladium-carbon (2.0% wt) as the catalyst in methanol (40 mL). The mixture reaction was stirred for 12 h under a hydrogen gas atmosphere at 37-42° C., and after this period of time, the mixture was filtered through a pad of Celite, and the solvents were removed under reduced pressure to leave (3-amino-2-hydroxy-5-methyl... Starting materials: C(C1=CC=CC=C1)NC(C(C1=CC(=C(C=C1)OCC1=CC=CC=C1)C(C)(C)C)C(=O)OCC1=CC=CC=C1)C (N-benzyl-2-(4-benzyloxy-3-tert-butylphenyl)-1-methyl-N-(benzyloxycarbonyl)ethylamine), [H][H] (hydrogen). The reagents and catalysts are [PdH2] (palladium hydride). The solvent is CO (methanol). The product is C(C)(C)(C)C=1C=C(C=CC1O)CC(C)N (2-(3-tert-butyl-4-hydroxyphenyl)-1-methylethylamine). Reaction SMILES: C([NH:8][CH:9]([CH3:39])[CH:10](C(OCC1C=CC=CC=1)=O)[C:11]1[CH:16]=[CH:15][C:14]([O:17]CC2C=CC=CC=2)=[C:13]([C:25]([CH3:28])([CH3:27])[CH3:26])[CH:12]=1)C1C=CC=CC=1.[H][H]>CO.[PdH2]>[C:25]([C:13]1[CH:12]=[C:11]([CH2:10][CH:9]([NH2:8])[CH3:39])[CH:16]=[CH:15][C:14]=1[OH:17])([CH3:28])([CH3:26])[CH3:27]. Reported procedure: A suspension of 2.35 g (4.50 mmol) of N-benzyl-2-(4-benzyloxy-3-tert-butylphenyl)-1-methyl-N-(benzyloxycarbonyl)ethylamine and 0.50 g of a 20% palladium hydride on carbon catalyst in methanol (30 ml) was stirred overnight in a hydrogen atmosphere. After filtering off the catalyst, the solvent was distilled off under reduced pressure to give 2-(3-tert-butyl-4-hydroxyphenyl)-1-methylethylamine in the amount of 0.90 g (96%). Reported procedure: Trifluoromethyl(3,4-methylenedioxyphenyl) methanone (1.46 g, 0.0067 mole), hydroxylamine hydrochloride (1.06 g), 0.015 mole) and sodium acetate (0.86 g, 0.010 mole) were dissolved in a mixture of methanol (4 ml) and water (4 ml) and heated to reflux for 4.5 hours. After cooling to room temperature, water (10 ml) was added and the mixture extracted with ether (3×15 ml). The combined extracts were washed with water (20 ml) and brine (20 ml) and dried over anhydrous sodium sulfate. After filtration... Reaction SMILES: [F:1][C:2]([C:5]([C:7]1[CH:12]=[CH:11][C:10]2[O:13][CH2:14][O:15][C:9]=2[CH:8]=1)=O)([F:4])[F:3].Cl.[NH2:17][OH:18].C([O-])(=O)C.[Na+]>CO.O>[F:1][C:2]([C:5]([C:7]1[CH:12]=[CH:11][C:10]2[O:13][CH2:14][O:15][C:9]=2[CH:8]=1)=[N:17][OH:18])([F:4])[F:3] |f:1.2,3.4|. The solvent is CO (methanol), O (water), O (water). Yields the product FC(F)(F)C(=NO)C1=CC2=C(C=C1)OCO2 (trifluoromethyl(3,4-methylenedioxyphenyl)methanone-oxime). The yield is 76.8%. Reactants: FC(F)(F)C(=O)C1=CC2=C(C=C1)OCO2 (Trifluoromethyl(3,4-methylenedioxyphenyl) methanone), Cl.NO (hydroxylamine hydrochloride), C(C)(=O)[O-].[Na+] (sodium acetate). Reactants: C(#N)C1=CC(=C(C=C1)C=1C=NN(C1O)C1=NC=C(C(=O)O)C=C1)C (6-(4-(4-cyano-2-methylphenyl)-5-hydroxy-1H-pyrazol-1-yl)nicotinic acid), NCCCCO (4-aminobutan-1-ol). Yields the product C(#N)C1=CC(=C(C=C1)C=1C=NN(C1O)C1=NC=C(C(=O)NCCCCO)C=C1)C (6-(4-(4-cyano-2-methylphenyl)-5-hydroxy-1H-pyrazol-1-yl)-N-(4-hydroxybutyl)nicotinamide). As a reaction SMILES: [C:1]([C:3]1[CH:8]=[CH:7][C:6]([C:9]2[CH:10]=[N:11][N:12]([C:15]3[CH:23]=[CH:22][C:18]([C:19]([OH:21])=O)=[CH:17][N:16]=3)[C:13]=2[OH:14])=[C:5]([CH3:24])[CH:4]=1)#[N:2].[NH2:25][CH2:26][CH2:27][CH2:28][CH2:29][OH:30]>>[C:1]([C:3]1[CH:8]=[CH:7][C:6]([C:9]2[CH:10]=[N:11][N:12]([C:15]3[CH:23]=[CH:22][C:18]([C:19]([NH:25][CH2:26][CH2:27][CH2:28][CH2:29][OH:30])=[O:21])=[CH:17][N:16]=3)[C:13]=2[OH:14])=[C:5]([CH3:24])[CH:4]=1)#[N:2]. Procedure: The title compound was prepared in a manner similar to Example 112 using 6-(4-(4-cyano-2-methylphenyl)-5-hydroxy-1H-pyrazol-1-yl)nicotinic acid and 4-aminobutan-1-ol. 1H NMR (400 MHz, DMSO-d6) δ ppm 1.43-1.53 (m, 2H) 1.53-1.64 (m, 2H) 2.44 (s, 3H) 3.27-3.33 (m, 2H) 3.44 (br. s., 2H) 4.43 (br. s., 1H) 7.67 (d, J=8.08 Hz, 1H) 7.74 (s, 1H) 7.78 (br. s., 1H) 8.07-8.27 (m, 1H) 8.41 (d, J=6.57 Hz, 2H) 8.70 (t, J=5.43 Hz, 1H) 8.85-8.97 (m, 1H) 12.82-13.57 (m, 1H). MS m/z [M+H]+ 392.2 Starting materials: COC1=CC=C(CNC=2SC=CN2)C=C1 (N-(4-methoxybenzyl)thiazol-2-amine), BrC1=C(N=CC2=CC(=CC=C12)S(=O)(=O)Cl)O (4-bromo-3-hydroxyisoquinoline-7-sulfonyl chloride), C[Si](C)(C)[N-][Si](C)(C)C.[Li+] (lithium bis(trimethylsilyl)amide), solution. Run in C1CCOC1 (THF), C1CCOC1 (THF), O1CCCC1 (tetrahydrofuran). Conditions: time 15 minute. Yields the product BrC1=C(N=CC2=CC(=CC=C12)S(=O)(=O)N(C=1SC=CN1)CC1=CC=C(C=C1)OC)O (4-bromo-3-hydroxy-N-(4-methoxybenzyl)-N-(thiazol-2-yl)isoquinoline-7-sulfonamide). As a reaction SMILES: [CH3:1][O:2][C:3]1[CH:15]=[CH:14][C:6]([CH2:7][NH:8][C:9]2[S:10][CH:11]=[CH:12][N:13]=2)=[CH:5][CH:4]=1.C[Si]([N-][Si](C)(C)C)(C)C.[Li+].[Br:26][C:27]1[C:36]2[C:31](=[CH:32][C:33]([S:37](Cl)(=[O:39])=[O:38])=[CH:34][CH:35]=2)[CH:30]=[N:29][C:28]=1[OH:41]>C1COCC1>[Br:26][C:27]1[C:36]2[C:31](=[CH:32][C:33]([S:37]([N:8]([CH2:7][C:6]3[CH:5]=[CH:4][C:3]([O:2][CH3:1])=[CH:15][CH:14]=3)[C:9]3[S:10][CH:11]=[CH:12][N:13]=3)(=[O:38])=[O:39])=[CH:34][CH:35]=2)[CH:30]=[N:29][C:28]=1[OH:41] |f:1.2|. Reported procedure: To a vial charged with N-(4-methoxybenzyl)thiazol-2-amine (655 mg, 2.97 mmol) was added THF (6940 μl) and the mixture cooled in an ice water bath prior to the addition of lithium bis(trimethylsilyl)amide, 1.0M solution in tetrahydrofuran (3185 μl, 3.19 mmol), faster than drop wise. After 15 mins of stirring, a solution of 4-bromo-3-hydroxyisoquinoline-7-sulfonyl chloride (685 mg, 2.124 mmol) in THF (4 mL) was added drop wise (with 1 mL THF wash). The mixture was stirred for 1.5 hr (ice melt), LC...